From a dataset of the Open Reaction Database (ORD), a public repository of structured organic reaction records. describe an organic reaction: reactants, conditions, products, and yield Yields the product ClC1=NC=CC2=CC=CC=C12 (1-Chloroisoquinoline). The solvent is ClCCl (dichloromethane), ClCCl (dichloromethane). As a reaction SMILES: [CH:1]1[C:10]2[C:5](=[CH:6][CH:7]=[CH:8][CH:9]=2)[CH:4]=[CH:3][N+:2]=1[O-].P(Cl)(Cl)([Cl:14])=O>ClCCl>[Cl:14][C:1]1[C:10]2[C:5](=[CH:6][CH:7]=[CH:8][CH:9]=2)[CH:4]=[CH:3][N:2]=1. Run at time 1 hour. Procedure details: A solution of isoquinoline-N-oxide (5.52 g, 38 mmol) in dichloromethane (50 ml) was added over 15 minutes to a solution of phosphorus oxychloride (40 ml) in dichloromethane (50 ml) at room temperature. The mixture was stirred for 1 hour, then heated to reflux for 2 hours. After cooling to room temperature, the mixture was poured into ice water (500 ml). The mixture was then extracted with dichloromethane (2×250 ml) and the combined organic layers were washed with 10% aqueous potassium carbonate ... Starting materials: ice water, C1=[N+](C=CC2=CC=CC=C12)[O-] (isoquinoline-N-oxide), P(=O)(Cl)(Cl)Cl (phosphorus oxychloride). Reactants: ONC(=O)C1(CCOCC1)NS(=O)(=O)C1=CC=C(C=C1)OC1=CC=C(C=C1)Cl (4-[4-(4-chloro-phenoxy)-benzenesulfonylamino]-tetrahydro-pyran-4-carboxylic acid hydroxyamide), 3-exo-3-[4-(4-fluoro-phenoxy)-benzenesulfonylamino]-8-oxa-bicyclo[3.2.1]octane-3-carboxylic acid hydroxyamide, FC1=CC=C(OC2=CC=C(C=C2)S(=O)(=O)N(CCC(=O)O)C2(CCC2)C(NO)=O)C=C1 (3-[[4-(4-fluoro-phenoxy)-benzenesulfonyl]-(1-hydroxycarbamoyl-cyclobutyl)-amino]-propionic acid), ONC(=O)[C@@H]1N(CCC[C@@]1(C)O)S(=O)(=O)C1=CC=C(C=C1)OCC1=C(C=C(C=C1)F)C ((2R,3R)1-[4-(4-fluoro-2-methyl-benzyloxy)-benzenesulfonyl]-3-hydroxy-3-methyl-piperidine-2-carboxylic acid hydroxyamide), ONC(=O)[C@@H]1N(CCC[C@@]1(C)O)S(=O)(=O)C1=CC=C(C=C1)OCC1=C(C=C(C=C1)F)Cl ((2R,3R)1-[4-(2-chloro-4-fluoro-benzyloxy)-benzenesulfonyl]-3-hydroxy-3-methyl-piperidine-2-carboxylic acid hydroxyamide), ONC(=O)C1(CCOCC1)NS(=O)(=O)C1=CC=C(C=C1)OC1=CC=C(C=C1)F (4-[4-(4-fluoro-phenoxy)-benzenesulfonylamino]-tetrahydro-pyran-4-carboxylic acid hydroxyamide), ONC(=O)[C@@]1(COCCC1)NS(=O)(=O)C1=CC=C(C=C1)OC1=CC=C(C=C1)Cl ((R)3-[4-(4-chloro-phenoxy)-benzenesulfonylamino]-tetrahydro-pyran-3-carboxylic acid hydroxyamide). Yields the product FC1=CC=C(OC2=CC=C(C=C2)S(=O)(=O)N(CCC(=O)O)C2(CCCC2)C(NO)=O)C=C1 (3-[[4-(4-fluoro-phenoxy)-benzenesulfonyl]-(1-hydroxycarbamoyl-cyclopentyl)-amino]-propionic acid). RXN SMILES: ON[C:3]([C@H]1[C@@](O)(C)CCCN1S(C1C=CC(OCC2C=CC(F)=CC=2Cl)=CC=1)(=O)=O)=O.ONC(C1(NS(C2C=CC(OC3C=CC(F)=CC=3)=CC=2)(=O)=O)CCOCC1)=O.[F:60][C:61]1[CH:90]=[CH:89][C:64]([O:65][C:66]2[CH:71]=[CH:70][C:69]([S:72]([N:75]([C:81]3([C:85](=[O:88])[NH:86][OH:87])[CH2:84][CH2:83][CH2:82]3)[CH2:76][CH2:77][C:78]([OH:80])=[O:79])(=[O:74])=[O:73])=[CH:68][CH:67]=2)=[CH:63][CH:62]=1.ONC(C1(NS(C2C=CC(OC3C=CC(Cl)=CC=3)=CC=2)(=O)=O)CCOCC1)=O.ONC([C@@]1(NS(C2C=CC(OC3C=CC(Cl)=CC=3)=CC=2)(=O)=O)CCCOC1)=O.ONC([C@H]1[C@@](O)(C)CCCN1S(C1C=CC(OCC2C=CC(F)=CC=2C)=CC=1)(=O)=O)=O>>[F:60][C:61]1[CH:62]=[CH:63][C:64]([O:65][C:66]2[CH:71]=[CH:70][C:69]([S:72]([N:75]([C:81]3([C:85](=[O:88])[NH:86][OH:87])[CH2:84][CH2:83][CH2:82][CH2:3]3)[CH2:76][CH2:77][C:78]([OH:80])=[O:79])(=[O:74])=[O:73])=[CH:68][CH:67]=2)=[CH:89][CH:90]=1. Procedure: 3-exo-3-[4-(4-fluoro-phenoxy)-benzenesulfonylamino]-8-oxa-bicyclo[3.2.1]octane-3-carboxylic acid hydroxyamide; (2R,3R)1-[4-(2-chloro-4-fluoro-benzyloxy)-benzenesulfonyl]-3-hydroxy-3-methyl-piperidine-2-carboxylic acid hydroxyamide; 4-[4-(4-fluoro-phenoxy)-benzenesulfonylamino]-tetrahydro-pyran-4-carboxylic acid hydroxyamide; 3-[[4-(4-fluoro-phenoxy)-benzenesulfonyl]-(1-hydroxycarbamoyl-cyclobutyl)-amino]-propionic acid; 4-[4-(4-chloro-phenoxy)-benzenesulfonylamino]-tetrahydro-pyran-4-carboxylic ... Reactants: FC1=CC=C(C=C1)C(=C(\C=C/[C@@H]1C[C@@H](OC(O1)(C)C)CC(=O)O)C1=NN=NN1C)C1=CC=C(C=C1)F (Cis-(4R,6S)-6-[4,4-bis(4-fluorophenyl)-3-(1-methyl-1H tetrazol-5-yl)-1,3-butadienyl]-2,2-dimethyl-1,3-dioxane-4-acetic acid). Run in C1CCOC1 (THF), Cl (HCl). Run at time 16 hour. Yields the product FC1=CC=C(C=C1)C(=C(/C=C/[C@@H]1C[C@H](CC(O1)=O)O)C1=NN=NN1C)C1=CC=C(C=C1)F (Trans-(4R,6S)-6-[4,4-bis(4-fluorophenyl)-3-(1-methyl-1H-tetrazol-5-yl)-1,3-butadienyl]-tetrahydro-4-hydroxy-2H-pyran-2-one). The yield is 40.7%. Reaction SMILES: [F:1][C:2]1[CH:7]=[CH:6][C:5]([C:8]([C:30]2[CH:35]=[CH:34][C:33]([F:36])=[CH:32][CH:31]=2)=[C:9]([C:24]2[N:28]([CH3:29])[N:27]=[N:26][N:25]=2)/[CH:10]=[CH:11]\[C@H:12]2[O:17]C(C)(C)[O:15][C@@H:14]([CH2:20][C:21](O)=[O:22])[CH2:13]2)=[CH:4][CH:3]=1>C1COCC1.Cl>[F:36][C:33]1[CH:34]=[CH:35][C:30]([C:8]([C:5]2[CH:6]=[CH:7][C:2]([F:1])=[CH:3][CH:4]=2)=[C:9]([C:24]2[N:28]([CH3:29])[N:27]=[N:26][N:25]=2)/[CH:10]=[CH:11]/[C@H:12]2[O:17][C:21](=[O:22])[CH2:20][C@H:14]([OH:15])[CH2:13]2)=[CH:31][CH:32]=1. Procedure: Cis-(4R,6S)-6-[4,4-bis(4-fluorophenyl)-3-(1-methyl-1H tetrazol-5-yl)-1,3-butadienyl]-2,2-dimethyl-1,3-dioxane-4-acetic acid (3.7 g, 7.45 mmol) was dissolved in a solution of THF (90 mL) and 0.2N HCl (60 mL) and allowed to stand for 16 hours. The solution was partitioned between ethyl acetate and water. The organic layer was washed with brine (2x), dried (Na2SO4), and concentrated under reduced pressure. The residue was dissolved in dry methylene chloride (60 mL )and stirred for 4 hours in the pr... Reactants: BrC1=NC(=CC=C1)F (2-bromo-6-fluoropyridine), CC1CCC(CN1)NC(OC(C)(C)C)=O (tert-butyl 6-methylpiperidin-3-ylcarbamate). The solvent is CS(=O)C (methyl sulfoxide). Reaction conditions: temperature 95 celsius. Product: BrC1=CC=CC(=N1)N1CC(CCC1C)NC(OC(C)(C)C)=O (tert-butyl N-[1-(6-bromo-2-pyridyl)-6-methyl-3-piperidyl]carbamate). The yield is 39.0%. RXN SMILES: [Br:1][C:2]1[CH:7]=[CH:6][CH:5]=[C:4](F)[N:3]=1.[CH3:9][CH:10]1[NH:15][CH2:14][CH:13]([NH:16][C:17](=[O:23])[O:18][C:19]([CH3:22])([CH3:21])[CH3:20])[CH2:12][CH2:11]1>CS(C)=O>[Br:1][C:2]1[N:3]=[C:4]([N:15]2[CH:10]([CH3:9])[CH2:11][CH2:12][CH:13]([NH:16][C:17](=[O:23])[O:18][C:19]([CH3:22])([CH3:21])[CH3:20])[CH2:14]2)[CH:5]=[CH:6][CH:7]=1. Procedure: A solution containing 2-bromo-6-fluoropyridine (0.95 mL, 6.65 mmol and tert-butyl 6-methylpiperidin-3-ylcarbamate (750 mg, 3.32 mmol) in methyl sulfoxide 5.0 ml was heated 95° C. 18 h. The reaction was quenched with water then extracted with EtOAc. The organic layers was dried with sodium sulfate, filtered, and concentrated in vacuum. The crude product was purified by flash chromatography (EtOAc/Heptane eluted at 30% EtOAc) to give tert-butyl N-[1-(6-bromo-2-pyridyl)-6-methyl-3-piperidyl]carbama... The reactants are BrC1=CC=2N3C4=C(C=C(C=C4SC2C=C1)O)C(C=C3)=O (10-bromo-5-hydroxy-3H-pyrido[3,2,1-kl]phenothiazin-3-one), BrCCCO (3-bromopropanol). The product is BrC1=CC=2N3C4=C(C=C(C=C4SC2C=C1)OCCCO)C(C=C3)=O (l0-bromo-5-(3-hydroxypropyloxy)-3H-pyrido[3,2, 1-kl]phenothiazin-3-one). The yield is 36.0%. As a reaction SMILES: [Br:1][C:2]1[CH:15]=[CH:14][C:13]2[S:12][C:11]3[C:6]4=[C:7]([C:17](=[O:20])[CH:18]=[CH:19][N:5]4[C:4]=2[CH:3]=1)[CH:8]=[C:9]([OH:16])[CH:10]=3.Br[CH2:22][CH2:23][CH2:24][OH:25]>>[Br:1][C:2]1[CH:15]=[CH:14][C:13]2[S:12][C:11]3[C:6]4=[C:7]([C:17](=[O:20])[CH:18]=[CH:19][N:5]4[C:4]=2[CH:3]=1)[CH:8]=[C:9]([O:16][CH2:22][CH2:23][CH2:24][OH:25])[CH:10]=3. Procedure details: According to Example 34, the compound (145 mg) produced in Example 58 was reacted with 3-bromopropanol (65 μl) to obtain the title compound (62 mg; 36%). Reactants: C1CCOC1, CN(C)P(N(C)C)N(C)C, CCOCC, ClC(Cl)(Cl)Cl, O=c1cc(-c2ccsc2)c2ccc(CO)cc2o1. The product is O=c1cc(-c2ccsc2)c2ccc(CCl)cc2o1. RXN SMILES: [CH2:34]1[O:35][CH2:36][CH2:37][CH2:38]1.[CH3:19][N:20]([CH3:21])[P:22]([N:23]([CH3:24])[CH3:25])[N:26]([CH3:27])[CH3:28].[CH3:39][CH2:40][O:41][CH2:42][CH3:43].[Cl:29][C:30]([Cl:31])([Cl:32])[Cl:33].[OH:1][CH2:2][c:3]1[cH:4][cH:5][c:6]2[c:7](-[c:14]3[cH:15][s:16][cH:17][cH:18]3)[cH:8][c:9](=[O:13])[o:10][c:11]2[cH:12]1>>[CH2:2]([c:3]1[cH:4][cH:5][c:6]2[c:7](-[c:14]3[cH:15][s:16][cH:17][cH:18]3)[cH:8][c:9](=[O:13])[o:10][c:11]2[cH:12]1)[Cl:29]. Reactants: C1CCOC1, [H][H], N#CCCCCn1ccc([N+](=O)[O-])n1. Product: N#CCCCCn1ccc(N)n1. Reaction SMILES: [CH2:17]1[O:18][CH2:19][CH2:20][CH2:21]1.[H:15][H:16].[N+:1]([O-:2])(=[O:3])[c:4]1[n:5][n:6]([CH2:9][CH2:10][CH2:11][CH2:12][C:13]#[N:14])[cH:7][cH:8]1>>[NH2:1][c:4]1[n:5][n:6]([CH2:9][CH2:10][CH2:11][CH2:12][C:13]#[N:14])[cH:7][cH:8]1.